This data is from the Open Reaction Database (ORD), a public repository of structured organic reaction records. The task is: describe an organic reaction: reactants, conditions, products, and yield The reactants are CC=1C=2N(C(=CN1)C)N=C(C2C(=O)OC)C(=O)OC (dimethyl 4,7-dimethylpyrazolo[1,5-a]pyrazine-2,3-dicarboxylate), CO (methanol). The solvent is S(O)(O)(=O)=O (sulfuric acid), O (water). Reaction conditions: temperature 180 celsius, time 2 hour. The product is CC=1C=2N(C(=CN1)C)N=C(C2)C(=O)OC (Methyl 4,7-dimethylpyrazolo[1,5-a]pyrazine-2-carboxylate). The yield is 79.8%. Reaction SMILES: [CH3:1][C:2]1[C:3]2[N:4]([N:9]=[C:10]([C:16]([O:18][CH3:19])=[O:17])[C:11]=2C(OC)=O)[C:5]([CH3:8])=[CH:6][N:7]=1.CO>S(=O)(=O)(O)O.O>[CH3:1][C:2]1[C:3]2[N:4]([N:9]=[C:10]([C:16]([O:18][CH3:19])=[O:17])[CH:11]=2)[C:5]([CH3:8])=[CH:6][N:7]=1. Procedure details: A solution of dimethyl 4,7-dimethylpyrazolo[1,5-a]pyrazine-2,3-dicarboxylate (900 mg, 3.42 mmol) in sulfuric acid (4 mL) and water (1 mL) was stirred and heated to 180° C. After stirring for 2 h at that temperature, the reaction mixture was cooled, and 40 mL of methanol (MeOH) was added. The mixture was refluxed at 70° C. for 2 h. Then the mixture was concentrated to dryness. The residue was treated with water and adjusted with saturated sodium bicarbonate solution to pH 8, then extracted with E... Yields the product CCCCCCCCCCc1ccc(CO)cc1. RXN SMILES: [BH3:1].[CH2:2]([CH2:3][CH2:4][CH2:5][CH2:6][CH2:7][CH2:8][CH2:9][CH2:10][CH3:11])[c:12]1[cH:13][cH:14][c:15]([C:16](=[O:17])[OH:18])[cH:19][cH:20]1.[ClH:21].[O:22]1[CH2:23][CH2:24][CH2:25][CH2:26]1>>[CH2:2]([CH2:3][CH2:4][CH2:5][CH2:6][CH2:7][CH2:8][CH2:9][CH2:10][CH3:11])[c:12]1[cH:13][cH:14][c:15]([CH2:16][OH:17])[cH:19][cH:20]1. The reactants are B, CCCCCCCCCCc1ccc(C(=O)O)cc1, Cl, C1CCOC1. Reactants: CC(=O)OC(C(C)=O)C(=O)OC(C)(C)C, CCBr, [H-], [Na+], CN(C)C=O. Yields the product CCC(OC(C)=O)(C(C)=O)C(=O)OC(C)(C)C. RXN SMILES: [C:1]([CH3:2])([CH3:3])([CH3:4])[O:5][C:6]([CH:7]([C:8](=[O:9])[CH3:10])[O:11][C:12]([CH3:13])=[O:14])=[O:15].[CH2:18]([CH3:19])[Br:20].[H-:17].[Na+:16].[O:21]=[CH:22][N:23]([CH3:24])[CH3:25]>>[C:1]([CH3:2])([CH3:3])([CH3:4])[O:5][C:6]([C:7]([C:8](=[O:9])[CH3:10])([O:11][C:12]([CH3:13])=[O:14])[CH2:18][CH3:19])=[O:15]. Starting materials: CO, [Cl-], COCCN(CCc1cccc(-c2cc3nccc(Oc4ccc([N+](=O)[O-])cc4F)c3s2)c1)C(=O)OC(C)(C)C, [NH4+], O, [Zn]. The product is COCCN(CCc1cccc(-c2cc3nccc(Oc4ccc(N)cc4F)c3s2)c1)C(=O)OC(C)(C)C. RXN SMILES: [CH3:43][OH:44].[Cl-:41].[F:1][c:2]1[c:3]([O:4][c:5]2[c:6]3[c:7]([n:8][cH:9][cH:10]2)[cH:11][c:12](-[c:14]2[cH:15][c:16]([CH2:17][CH2:18][N:19]([C:20]([O:21][C:22]([CH3:23])([CH3:24])[CH3:25])=[O:26])[CH2:27][CH2:28][O:29][CH3:30])[cH:31][cH:32][cH:33]2)[s:13]3)[cH:34][cH:35][c:36]([N+:38]([O-:39])=[O:40])[cH:37]1.[NH4+:42].[OH2:45].[Zn:46]>>[F:1][c:2]1[c:3]([O:4][c:5]2[c:6]3[c:7]([n:8][cH:9][cH:10]2)[cH:11][c:12](-[c:14]2[cH:15][c:16]([CH2:17][CH2:18][N:19]([C:20]([O:21][C:22]([CH3:23])([CH3:24])[CH3:25])=[O:26])[CH2:27][CH2:28][O:29][CH3:30])[cH:31][cH:32][cH:33]2)[s:13]3)[cH:34][cH:35][c:36]([NH2:38])[cH:37]1. The reactants are OC1=CC(OC2=CC=CC=C12)=O (4-hydroxycoumarin), CC1=CC=C(C=C1)C(CCC)O (1-(4-methylphenyl)-butan-1-ol), B(F)(F)F.CCOCC (boron trifluoride etherate). Solvent: O1CCOCC1 (dioxane). Run at time 8 hour. The product is OC1=C(C(OC2=CC=CC=C12)=O)C(CCC)C1=CC=C(C=C1)C (4-Hydroxy-3-(1-(4-methylphenyl)-butyl)-coumarin). Yield: 53.4%. As a reaction SMILES: [OH:1][C:2]1[C:11]2[C:6](=[CH:7][CH:8]=[CH:9][CH:10]=2)[O:5][C:4](=[O:12])[CH:3]=1.[CH3:13][C:14]1[CH:19]=[CH:18][C:17]([CH:20](O)[CH2:21][CH2:22][CH3:23])=[CH:16][CH:15]=1.B(F)(F)F.CCOCC>O1CCOCC1>[OH:1][C:2]1[C:11]2[C:6](=[CH:7][CH:8]=[CH:9][CH:10]=2)[O:5][C:4](=[O:12])[C:3]=1[CH:20]([C:17]1[CH:16]=[CH:15][C:14]([CH3:13])=[CH:19][CH:18]=1)[CH2:21][CH2:22][CH3:23] |f:2.3|. Reported procedure: To a flame-dried flask containing a mixture of 650 mg of 4-hydroxycoumarin and 980 mg of 1-(4-methylphenyl)-butan-1-ol of Preparation 20 in 20 mL of dioxane under an argon atmosphere is added 2.5 mL of boron trifluoride etherate. The resulting yellow solution is left to stir at room temperature overnight. The volatiles are removed and the residue is partioned between diethyl ether and 1N sodium hydroxide. The basic aqueous phase is washed with diethyl ether and acidified to pH=1 with 6N hydrochl... Reactants: C(C)(C)(C)C=1SC2=C(N1)C=C(C(=C2)N=C=S)N2CCC(CC2)C (2-tert-butyl-6-isothiocyanato-5-(4-methylpiperidin-1-yl)benzothiazole), N1CCNCC1 (piperazine). Solvent: C(Cl)(Cl)Cl (chloroform). Reaction conditions: time 3 hour. Product: C(C)(C)(C)C=1SC2=C(N1)C=C(C(=C2)NC(=S)N2CCNCC2)N2CCC(CC2)C (2-tert-butyl-5-(4-methyl-piperidin-1-yl)-6-[(piperazin-1-yl)thiocarbonylamino]benzothiazole). The yield is 69.6%. Reaction SMILES: [C:1]([C:5]1[S:6][C:7]2[CH:13]=[C:12]([N:14]=[C:15]=[S:16])[C:11]([N:17]3[CH2:22][CH2:21][CH:20]([CH3:23])[CH2:19][CH2:18]3)=[CH:10][C:8]=2[N:9]=1)([CH3:4])([CH3:3])[CH3:2].[NH:24]1[CH2:29][CH2:28][NH:27][CH2:26][CH2:25]1>C(Cl)(Cl)Cl>[C:1]([C:5]1[S:6][C:7]2[CH:13]=[C:12]([NH:14][C:15]([N:24]3[CH2:29][CH2:28][NH:27][CH2:26][CH2:25]3)=[S:16])[C:11]([N:17]3[CH2:22][CH2:21][CH:20]([CH3:23])[CH2:19][CH2:18]3)=[CH:10][C:8]=2[N:9]=1)([CH3:4])([CH3:2])[CH3:3]. Procedure: A solution of 3.45 g of 2-tert-butyl-6-isothiocyanato-5-(4-methylpiperidin-1-yl)benzothiazole, described in Example 1, and 8.6 g of anhydrous piperazine in 30 ml of chloroform is stirred for 3 hours, washed with water, dried over anhydrous sodium sulphate and evaporated to get a sticky residue which is triturated with isopropanol and filtered to obtain 3 g of 2-tert-butyl-5-(4-methyl-piperidin-1-yl)-6-[(piperazin-1-yl)thiocarbonylamino]benzothiazole, melting at 278°-281°. The solvent is CO (methanol). The reactants are C(CCC)OCCOC1=CC=C(C=C1)C=1C=CC2=C(C=C(CCN2CC2=CC(=CC=C2)OCCC)C(=O)OC)C1 (methyl 7-(4-butoxyethoxyphenyl)-1-(3-propoxybenzyl)-2,3-dihydro-1-benzazepine-4-carboxylate), O1CCCC1 (tetrahydrofuran), Cl (hydrochloric acid), [OH-].[Na+] (sodium hydroxide), O (water). Reaction conditions: time 4 day. Reported procedure: To a solution of methyl 7-(4-butoxyethoxyphenyl)-1-(3-propoxybenzyl)-2,3-dihydro-1-benzazepine-4-carboxylate (290 mg) in a mixture of tetrahydrofuran (21 ml) and methanol (21 ml) was added 1N sodium hydroxide solution (7 ml), and the mixture was stirred at room temperature for 4 days. Then, to the mixture was added water at 0° C., and 1N hydrochloric acid was further added to make acidic (pH=4), and the mixture was extracted with ethyl acetate. The organic layer was washed with water and saturat... Yields the product C(CCC)OCCOC1=CC=C(C=C1)C=1C=CC2=C(C=C(CCN2CC2=C(C=CC(=C2)OC)OC)C(=O)O)C1 (7-(4-butoxyethoxyphenyl)-1-(2,5-dimethoxybenzyl)-2,3-dihydro-1-benzazepine-4-carboxylic acid). Reaction SMILES: [CH2:1]([O:5][CH2:6][CH2:7][O:8][C:9]1[CH:14]=[CH:13][C:12]([C:15]2[CH:16]=[CH:17][C:18]3[N:24]([CH2:25][C:26]4[CH:31]=[CH:30][CH:29]=[C:28]([O:32][CH2:33]CC)[CH:27]=4)[CH2:23][CH2:22][C:21]([C:36]([O:38]C)=[O:37])=[CH:20][C:19]=3[CH:40]=2)=[CH:11][CH:10]=1)[CH2:2][CH2:3][CH3:4].[OH-].[Na+].O.Cl.[O:45]1CCC[CH2:46]1>CO>[CH2:1]([O:5][CH2:6][CH2:7][O:8][C:9]1[CH:10]=[CH:11][C:12]([C:15]2[CH:16]=[CH:17][C:18]3[N:24]([CH2:25][C:26]4[CH:27]=[C:28]([O:32][CH3:33])[CH:29]=[CH:30][C:31]=4[O:45][CH3:46])[CH2:23][CH2:22][C:21]([C:36]([OH:38])=[O:37])=[CH:20][C:19]=3[CH:40]=2)=[CH:13][CH:14]=1)[CH2:2][CH2:3][CH3:4] |f:1.2|. Reactants: C1(=CC=CC=C1)CN1CC(C(C1)C1=CC=CC=C1)C(=O)OC (1-phenylmethyl-3-(SR)-carbomethoxy-4-(SR)-phenylpyrrolidine), [H-].C(C(C)C)[Al+]CC(C)C (diisobutyl-aluminum hydride). Run in C1CCOC1 (THF), C1(=CC=CC=C1)C (toluene). Conditions: temperature 0 celsius, time 1 hour. Yields the product EtOAc hexanes, C1(=CC=CC=C1)CN1CC(C(C1)C1=CC=CC=C1)CO (1-Phenylmethyl-3-(SR)-hydroxymethyl-4-(SR)-phenylpyrrolidine). Isolated yield 84.6%. As a reaction SMILES: [C:1]1([CH2:7][N:8]2[CH2:12][CH:11]([C:13]3[CH:18]=[CH:17][CH:16]=[CH:15][CH:14]=3)[CH:10]([C:19](OC)=[O:20])[CH2:9]2)[CH:6]=[CH:5][CH:4]=[CH:3][CH:2]=1.[H-].C([Al+]CC(C)C)C(C)C>C1COCC1.C1(C)C=CC=CC=1>[C:1]1([CH2:7][N:8]2[CH2:12][CH:11]([C:13]3[CH:14]=[CH:15][CH:16]=[CH:17][CH:18]=3)[CH:10]([CH2:19][OH:20])[CH2:9]2)[CH:2]=[CH:3][CH:4]=[CH:5][CH:6]=1 |f:1.2|. Reported procedure: A solution of 2.61 g (8.8 mmol) of 1-phenylmethyl-3-(SR)-carbomethoxy-4-(SR)-phenylpyrrolidine (from Example 1, Step A) in 100 mL of THF at -78 ° C. was treated with 9.2 mL of 1.5 M diisobutyl-aluminum hydride solution in toluene. The reaction was warmed to 0 ° C. and stirred for 1 h. The reaction was quenched with 50 mL of sat'd sodium potassium tartrate solution, diluted with 100 mL of ether and stirred at rt for 20 h. The layers were separated and the organic layer was washed with 75 mL of H2... Starting materials: CN1c2ccccc2NC(=O)c2cscc21, CN(C)C=O, ClCCN1CCOCC1, Cl. Reaction SMILES: [CH3:11][N:12]1[c:13]2[c:14]([cH:24][s:25][cH:26]2)[C:15](=[O:23])[NH:16][c:17]2[c:18]1[cH:19][cH:20][cH:21][cH:22]2.[CH3:27][N:28]([CH3:29])[CH:30]=[O:31].[Cl:2][CH2:3][CH2:4][N:5]1[CH2:6][CH2:7][O:8][CH2:9][CH2:10]1.[ClH:1]>>[CH2:3]([CH2:4][N:5]1[CH2:6][CH2:7][O:8][CH2:9][CH2:10]1)[N:16]1[C:15](=[O:23])[c:14]2[c:13]([cH:26][s:25][cH:24]2)[N:12]([CH3:11])[c:18]2[c:17]1[cH:22][cH:21][cH:20][cH:19]2. Product: CN1c2cscc2C(=O)N(CCN2CCOCC2)c2ccccc21.